From a dataset of the Open Reaction Database (ORD), a public repository of structured organic reaction records. describe an organic reaction: reactants, conditions, products, and yield Starting materials: NC=1SC=C(N1)/C(/C(=O)NC1[C@@H]2N(C(=C(CS2)C2CCOCC2)C(=S)[O-])C1=O)=N/OC.[Na+] (Sodium 7-[(Z)-2-(2-aminothiazol-4-yl)-2-methoxyiminoacetamido]-3-(tetrahydropyran-4-yl)thio-3-cephem-4-carboxylate), C(C(C)(C)C)(=O)OCI (iodomethyl pivalate). Yields the product NC=1SC=C(N1)/C(/C(=O)NC1[C@@H]2N(C(=C(CS2)C2CCOCC2)C(=S)OCOC(C(C)(C)C)=O)C1=O)=N/OC (pivaloyloxymethyl 7-[(Z)-2-(2-aminothiazol-4-yl)-2-methoxyiminoacetamido]-3-(tetrahydropyran-4-yl)thio-3-cephem-4-carboxylate). The yield is 77.1%. RXN SMILES: [NH2:1][C:2]1[S:3][CH:4]=[C:5](/[C:7](=[N:29]/[O:30][CH3:31])/[C:8]([NH:10][CH:11]2[C:27](=[O:28])[N:13]3[C:14]([C:24]([O-:26])=[S:25])=[C:15]([CH:18]4[CH2:23][CH2:22][O:21][CH2:20][CH2:19]4)[CH2:16][S:17][C@H:12]23)=[O:9])[N:6]=1.[Na+].[C:33]([O:39][CH2:40]I)(=[O:38])[C:34]([CH3:37])([CH3:36])[CH3:35]>>[NH2:1][C:2]1[S:3][CH:4]=[C:5](/[C:7](=[N:29]/[O:30][CH3:31])/[C:8]([NH:10][CH:11]2[C:27](=[O:28])[N:13]3[C:14]([C:24]([O:26][CH2:40][O:39][C:33](=[O:38])[C:34]([CH3:37])([CH3:36])[CH3:35])=[S:25])=[C:15]([CH:18]4[CH2:19][CH2:20][O:21][CH2:22][CH2:23]4)[CH2:16][S:17][C@H:12]23)=[O:9])[N:6]=1 |f:0.1|. Reported procedure: Sodium 7-[(Z)-2-(2-aminothiazol-4-yl)-2-methoxyiminoacetamido]-3-(tetrahydropyran-4-yl)thio-3-cephem-4-carboxylate (90 mg) was reacted with iodomethyl pivalate (84 mg), followed by purifying the reaction product in accordance with the procedure of Example 2, affording the titled compound (82 mg; 77%). The reactants are solution, B (borane), C1CCOC1 (THF), FC1=CC=C(C=C1)C(C(=O)O)C (para-Fluorophenylpropionic acid), C1CCOC1 (THF). Yields the product FC1=CC=C(C=C1)CCCO (3-(para-fluorophenyl)propanol). Reaction SMILES: [F:1][C:2]1[CH:7]=[CH:6][C:5]([CH:8]([CH3:12])C(O)=O)=[CH:4][CH:3]=1.B.C1C[O:17][CH2:16]C1>>[F:1][C:2]1[CH:3]=[CH:4][C:5]([CH2:8][CH2:12][CH2:16][OH:17])=[CH:6][CH:7]=1. Procedure: para-Fluorophenylpropionic acid (5.15 g, 31.0 mmol, 1 eq.) was dissolved in THF (150 mL). To this solution a 1.0 M solution of borane in THF was added dropwise (caution—exothermic) at 25° C. under N2. The mixture was refluxed overnight. The reaction was quenched with excess 1N HCl and extracted 3 times with EtOAc. The organic layers were dried (MgSO4), and stripped to yield 5.67 g of a pink oil. Evaporative distillation at 0.05 mmHg and 193-260° C. yielded 2.32 g of product as a clear colorless ... The reactants are O=C([O-])[O-], Cc1cncn1-c1ccc([N+](=O)[O-])cc1C#N, Cc1c[nH]cn1, [K+], [K+]. Product: Cc1cn(-c2ccc([N+](=O)[O-])cc2C#N)cn1. Reaction SMILES: [C:7](=[O:8])([O-:9])[O-:10].[CH3:13][c:14]1[n:15](-[c:19]2[c:20]([C:21]#[N:22])[cH:23][c:24]([N+:27](=[O:28])[O-:29])[cH:25][cH:26]2)[cH:16][n:17][cH:18]1.[CH3:1][c:2]1[n:3][cH:4][nH:5][cH:6]1.[K+:11].[K+:12]>>[CH3:1][c:2]1[n:3][cH:4][n:5](-[c:19]2[c:20]([C:21]#[N:22])[cH:23][c:24]([N+:27](=[O:28])[O-:29])[cH:25][cH:26]2)[cH:6]1. The product is C=CCOC(c1ccnc(C#N)c1)C(F)(F)F. RXN SMILES: [Br:21][CH2:22][CH:23]=[CH2:24].[C:15](=[O:16])([O-:17])[O-:18].[CH3:27][N:28]([CH3:29])[CH:30]=[O:31].[Cl-:25].[F:1][C:2]([CH:3]([OH:4])[c:5]1[cH:6][c:7]([C:11]#[N:12])[n:8][cH:9][cH:10]1)([F:13])[F:14].[K+:19].[K+:20].[NH4+:26]>>[F:1][C:2]([CH:3]([O:4][CH2:24][CH:23]=[CH2:22])[c:5]1[cH:6][c:7]([C:11]#[N:12])[n:8][cH:9][cH:10]1)([F:13])[F:14]. The reactants are C=CCBr, O=C([O-])[O-], CN(C)C=O, [Cl-], N#Cc1cc(C(O)C(F)(F)F)ccn1, [K+], [K+], [NH4+]. Reactants: Cl.C(C)(CC)NO (N-sec.-butylhydroxylamine hydrochloride), C([O-])(O)=O.[Na+] (sodium bicarbonate), C1(=CC=CC=C1)N=C=O (phenyl isocyanate). Run in COCCOC (ethylene glycol dimethyl ether). Conditions: time 1 hour. Product: C1(=CC=CC=C1)NC(=O)N(O)C(C)CC (N-Phenyl-N'-sec.-butyl-N'-hydroxyurea). As a reaction SMILES: Cl.[CH:2]([NH:6][OH:7])([CH2:4][CH3:5])[CH3:3].C(=O)(O)[O-].[Na+].[C:13]1([N:19]=[C:20]=[O:21])[CH:18]=[CH:17][CH:16]=[CH:15][CH:14]=1>COCCOC>[C:13]1([NH:19][C:20]([N:6]([CH:2]([CH2:4][CH3:5])[CH3:3])[OH:7])=[O:21])[CH:18]=[CH:17][CH:16]=[CH:15][CH:14]=1 |f:0.1,2.3|. Procedure: A mixture of 500 ml of ethylene glycol dimethyl ether, 209.1 g (1.5 moles) of 90% pure N-sec.-butylhydroxylamine hydrochloride and 151.2 g (1.8 moles) of sodium bicarbonate was stirred at room temperature for 1 hour and 178.5 g (1.5 moles) of phenyl isocyanate were then added at 0° to 5° C. The mixture was subsequently stirred at 10° C. for 1 hour, the salt was then filtered off and the filtrate was evaporated in vacuo. 310 g (99% of theory) of N-phenyl-N'-sec.-butyl-N'-hydroxyurea remained as a...